This data is from the Open Reaction Database (ORD), a public repository of structured organic reaction records. The task is: describe an organic reaction: reactants, conditions, products, and yield Reactants: OC1CCN(CC1)C(=O)C1=CC(=CC=C1)[N+](=O)[O-] ((4-hydroxypiperidin-1-yl)(3-nitrophenyl)methanone), C(C)[SiH](CC)CC (triethylsilane). The reagents and catalysts are [Pd] (Pd—C). The solvent is CO (Methanol). Yields the product NC=1C=C(C=CC1)C(=O)N1CCC(CC1)O ((3-aminophenyl)(4-hydroxypiperidin-1-yl)methanone). As a reaction SMILES: [OH:1][CH:2]1[CH2:7][CH2:6][N:5]([C:8]([C:10]2[CH:15]=[CH:14][CH:13]=[C:12]([N+:16]([O-])=O)[CH:11]=2)=[O:9])[CH2:4][CH2:3]1.C([SiH](CC)CC)C>CO.[Pd]>[NH2:16][C:12]1[CH:11]=[C:10]([C:8]([N:5]2[CH2:4][CH2:3][CH:2]([OH:1])[CH2:7][CH2:6]2)=[O:9])[CH:15]=[CH:14][CH:13]=1. Reported procedure: To a stirred solution of (4-hydroxypiperidin-1-yl)(3-nitrophenyl)methanone (1 g, 4.00 mmol) and Pd—C (10%, 0.425 g,) in Methanol (10 ml) was added triethylsilane (3.19 ml, 19.98 mmol) dropwise at room temperature. The reaction mixture was filtered through celite bed. The filtrate was concentrated under vacuum to give the title compound. (0.8 gm)